From a dataset of the Open Reaction Database (ORD), a public repository of structured organic reaction records. describe an organic reaction: reactants, conditions, products, and yield Starting materials: CC(C)(C)OC(=O)NC1CCCCCC=CC2CC2(C(=O)NS(=O)(=O)C2CC2)NC(=O)C2CC(O[Si](C)(C)C(C)(C)C)CN2C1=O, C1CCOC1, CCCC[N+](CCCC)(CCCC)CCCC, [F-]. Product: CC(C)(C)OC(=O)NC1CCCCCC=CC2CC2(C(=O)NS(=O)(=O)C2CC2)NC(=O)C2CC(O)CN2C1=O. Reaction SMILES: [C:1]([CH3:2])([CH3:3])([CH3:4])[O:5][C:6]([NH:7][CH:8]1[CH2:9][CH2:10][CH2:11][CH2:12][CH2:13][CH:14]=[CH:15][CH:16]2[CH2:17][C:18]2([C:37](=[O:38])[NH:39][S:40](=[O:41])(=[O:42])[CH:43]2[CH2:44][CH2:45]2)[NH:19][C:20](=[O:36])[CH:21]2[CH2:22][CH:23]([O:28][Si:29]([C:30]([CH3:31])([CH3:32])[CH3:33])([CH3:34])[CH3:35])[CH2:24][N:25]2[C:26]1=[O:27])=[O:46].[CH2:65]1[O:66][CH2:67][CH2:68][CH2:69]1.[CH3:48][CH2:49][CH2:50][CH2:51][N+:52]([CH2:53][CH2:54][CH2:55][CH3:56])([CH2:57][CH2:58][CH2:59][CH3:60])[CH2:61][CH2:62][CH2:63][CH3:64].[F-:47]>>[C:1]([CH3:2])([CH3:3])([CH3:4])[O:5][C:6]([NH:7][CH:8]1[CH2:9][CH2:10][CH2:11][CH2:12][CH2:13][CH:14]=[CH:15][CH:16]2[CH2:17][C:18]2([C:37](=[O:38])[NH:39][S:40](=[O:41])(=[O:42])[CH:43]2[CH2:44][CH2:45]2)[NH:19][C:20](=[O:36])[CH:21]2[CH2:22][CH:23]([OH:28])[CH2:24][N:25]2[C:26]1=[O:27])=[O:46]. Reactants: ClC1=C(C=CC=C1)C(CCCCC(C(=O)O)(C)C)N1CC2=C(CC1)NC=C2 (7-(2-Chlorophenyl)-2,2 dimethyl-7-(1,4,6,7-tetrahydro-pyrrolo[3,2-c]pyridine-5-yl)-heptanoic acid), Cl (hydrogen chloride). The solvent is C(C)OCC (diethyl ether). Product: Cl.ClC1=C(C=CC=C1)C(CCCCC(C(=O)O)(C)C)N1CC2=C(CC1)NC=C2 (7-(2-chlorophenyl)-2,2 dimethyl-7-(1,4,6,7-tetrahydro-pyrrolo[3,2-c]pyridine-5-yl)-heptanoic acid, hydrochloride). The yield is 133.3%. RXN SMILES: [Cl:1][C:2]1[CH:7]=[CH:6][CH:5]=[CH:4][C:3]=1[CH:8]([N:19]1[CH2:24][CH2:23][C:22]2[NH:25][CH:26]=[CH:27][C:21]=2[CH2:20]1)[CH2:9][CH2:10][CH2:11][CH2:12][C:13]([CH3:18])([CH3:17])[C:14]([OH:16])=[O:15].Cl>C(OCC)C>[ClH:1].[Cl:1][C:2]1[CH:7]=[CH:6][CH:5]=[CH:4][C:3]=1[CH:8]([N:19]1[CH2:24][CH2:23][C:22]2[NH:25][CH:26]=[CH:27][C:21]=2[CH2:20]1)[CH2:9][CH2:10][CH2:11][CH2:12][C:13]([CH3:18])([CH3:17])[C:14]([OH:16])=[O:15] |f:3.4|. Procedure details: 7-(2-Chlorophenyl)-2,2 dimethyl-7-(1,4,6,7-tetrahydro-pyrrolo[3,2-c]pyridine-5-yl)-heptanoic acid (0.26 g, 0.67 mmol) was dissolved in diethyl ether (15 mL) and hydrogen chloride solution (2N HCl in diethyl ether) was added. The ether solution was extracted with water (15 mL) and the organic layer was discarded. The aqueous solution was freeze dried to afford 7-(2-chlorophenyl)-2,2 dimethyl-7-(1,4,6,7-tetrahydro-pyrrolo[3,2-c]pyridine-5-yl)-heptanoic acid, hydrochloride (Compound Ik hydrochlorid... The reactants are COCCOC1=CC=C(C=C1)O (4-(2-methoxyethoxy)phenol), C[O-].[Mg+2].C[O-] (magnesium methoxide). Solvent: C1(=CC=CC=C1)C (toluene), CO (methanol), C1(=CC=CC=C1)C (Toluene). Conditions: time 18 hour. Product: OC1=C(C=O)C=C(C=C1)OCCOC (2-hydroxy-5-(2-methoxyethoxy)benzaldehyde). As a reaction SMILES: [CH3:1][O:2][CH2:3][CH2:4][O:5][C:6]1[CH:11]=[CH:10][C:9]([OH:12])=[CH:8][CH:7]=1.[CH3:13][O-:14].[Mg+2].C[O-]>C1(C)C=CC=CC=1.CO>[OH:12][C:9]1[CH:10]=[CH:11][C:6]([O:5][CH2:4][CH2:3][O:2][CH3:1])=[CH:7][C:8]=1[CH:13]=[O:14] |f:1.2.3|. Procedure: A solution of 4-(2-methoxyethoxy)phenol in toluene (350 ml) was added to a solution of magnesium methoxide in methanol (8% by weight solution, 331 mls), under an atmosphere of argon. The reaction mixture was heated at reflux for 2 hours. Toluene (350 mls) was added and the reaction mixture distilled at atmospheric pressure until the internal temperature reached 92° C. A mixture of paraformaldehyde in toluene (300 ml) was added to the reaction mixture and the reaction mixture was heated at reflux... The product is Cc1cc(N)c(F)c(Br)c1. RXN SMILES: [Br:1][c:2]1[c:3]([F:17])[c:4]([NH:9][C:10](=[O:11])[O:12][C:13]([CH3:14])([CH3:15])[CH3:16])[cH:5][c:6]([CH3:8])[cH:7]1.[CH:21]([OH:22])([CH3:23])[CH3:24].[ClH:18].[Na+:20].[OH-:19].[OH2:25]>>[Br:1][c:2]1[c:3]([F:17])[c:4]([NH2:9])[cH:5][c:6]([CH3:8])[cH:7]1. The reactants are Cc1cc(Br)c(F)c(NC(=O)OC(C)(C)C)c1, CC(C)O, Cl, [Na+], [OH-], O. The reactants are O=C([O-])[O-], CCBr, CCCCNC(N)=O, CCCC[N+](CCCC)(CCCC)CCCC, Cc1ccccc1, [Cl-], [K+], [K+], [Na+], [OH-], O. Product: CCCCNC(=O)NCC. RXN SMILES: [C:11](=[O:12])([O-:13])[O-:14].[CH2:17]([CH3:18])[Br:19].[CH2:1]([CH2:2][CH2:3][CH3:4])[NH:5][C:6](=[O:7])[NH2:8].[CH3:21][CH2:22][CH2:23][CH2:24][N+:25]([CH2:26][CH2:27][CH2:28][CH3:29])([CH2:30][CH2:31][CH2:32][CH3:33])[CH2:34][CH2:35][CH2:36][CH3:37].[CH3:38][c:39]1[cH:40][cH:41][cH:42][cH:43][cH:44]1.[Cl-:20].[K+:15].[K+:16].[Na+:10].[OH-:9].[OH2:45]>>[CH2:1]([CH2:2][CH2:3][CH3:4])[NH:5][C:6](=[O:7])[NH:8][CH2:17][CH3:18]. The reactants are BrC=1C=C(C=2C=NN(C2C1)C(C)C)C(=O)OC (methyl 6-bromo-1-(1-methylethyl)-1H-indazole-4-carboxylate), CC(C)([O-])C.[Na+] (sodium tert-butoxide), N1CCOCC1 (morpholine). The reagents and catalysts are [Pd].CC(C)C1=CC(=C(C(=C1)C(C)C)C2=CC=CC=C2P(C3CCCCC3)C4CCCCC4)C(C)C.C1=CC=C([C-]=C1)CCN.Cl[Pd+] (Pd XPhos precatalyst). Solvent: O1CCOCC1 (Dioxane). Conditions: temperature 98 celsius. The product is C(C)(C)N1N=CC=2C(=CC(=CC12)N1CCOCC1)C(=O)O (1-isopropyl-6-morpholino-1H-indazole-4-carboxylic acid). Isolated yield 47.3%. RXN SMILES: Br[C:2]1[CH:3]=[C:4]([C:14]([O:16]C)=[O:15])[C:5]2[CH:6]=[N:7][N:8]([CH:11]([CH3:13])[CH3:12])[C:9]=2[CH:10]=1.CC(C)([O-])C.[Na+].[NH:24]1[CH2:29][CH2:28][O:27][CH2:26][CH2:25]1>[Pd].CC(C1C=C(C(C)C)C(C2C(P(C3CCCCC3)C3CCCCC3)=CC=CC=2)=C(C(C)C)C=1)C.C1C=[C-]C(CCN)=CC=1.Cl[Pd+].O1CCOCC1>[CH:11]([N:8]1[C:9]2[CH:10]=[C:2]([N:24]3[CH2:29][CH2:28][O:27][CH2:26][CH2:25]3)[CH:3]=[C:4]([C:14]([OH:16])=[O:15])[C:5]=2[CH:6]=[N:7]1)([CH3:12])[CH3:13] |f:1.2,4.5.6.7|. Procedure: In a 25 mL sealable tube under nitrogen were combined methyl 6-bromo-1-(1-methylethyl)-1H-indazole-4-carboxylate (250 mg, 0.84 mmol), sodium tert-butoxide (178 mg, 1.85 mmol), Pd-XPhos precatalyst (chloro(2-dicyclohexylphosphino-2′,4′,6′-tri-i-propyl-1,1′-biphenyl)[2-(2-aminoethyl)phenyl]Pd(II); Me-t-butylether adduct) (34.8 mg, 0.042 mmol) and morpholine (81 mg, 0.93 mmol) in Dioxane (4 mL). The resulting mixture was degassed with nitrogen for 10 minutes. The vessel was sealed and the mixture w... Reactants: [ 115 ], O1CCN(CC1)CCCCC#C (6-morpholino-1-hexyne), BrC1=C(OC2=NC=NC3=CC(=C(C=C23)OC)OS(=O)(=O)C(F)(F)F)C=CC(=C1)F (4-(2-bromo-4-fluorophenoxy)-6-methoxy-7-trifluoromethanesulphonyloxyquinazoline). The product is BrC1=C(OC2=NC=NC3=CC(=C(C=C23)OC)C#CCCCCN2CCOCC2)C=CC(=C1)F (4-(2-bromo-4-fluorophenoxy)-6-methoxy-7-(6-morpholino-1-hexynyl)quinazoline). As a reaction SMILES: [O:1]1[CH2:6][CH2:5][N:4]([CH2:7][CH2:8][CH2:9][CH2:10][C:11]#[CH:12])[CH2:3][CH2:2]1.[Br:13][C:14]1[CH:40]=[C:39]([F:41])[CH:38]=[CH:37][C:15]=1[O:16][C:17]1[C:26]2[C:21](=[CH:22][C:23](OS(C(F)(F)F)(=O)=O)=[C:24]([O:27][CH3:28])[CH:25]=2)[N:20]=[CH:19][N:18]=1>>[Br:13][C:14]1[CH:40]=[C:39]([F:41])[CH:38]=[CH:37][C:15]=1[O:16][C:17]1[C:26]2[C:21](=[CH:22][C:23]([C:12]#[C:11][CH2:10][CH2:9][CH2:8][CH2:7][N:4]3[CH2:5][CH2:6][O:1][CH2:2][CH2:3]3)=[C:24]([O:27][CH3:28])[CH:25]=2)[N:20]=[CH:19][N:18]=1. Reported procedure: Using an analogous procedure to that described in the second last paragraph of Note [115] above, 6-morpholino-1-hexyne was reacted with 4-(2-bromo-4-fluorophenoxy)-6-methoxy-7-trifluoromethanesulphonyloxyquinazoline to give 4-(2-bromo-4-fluorophenoxy)-6-methoxy-7-(6-morpholino-1-hexynyl)quinazoline; NMR Spectrum: (DMSOd6) 1.63 (m, 4H), 2.33 (m, 6H), 2.55 (m, 2H), 3.56 (m, 4H), 4.0 (s, 3H), 7.35-7.8 (m, 3H), 7.65 (s, 1H), 7.96 (s, 1H), 8.6 (s, 1H); Mass Spectrum: M+H+ 514 and 516.